Dataset: the Open Reaction Database (ORD), a public repository of structured organic reaction records. Task: describe an organic reaction: reactants, conditions, products, and yield Reactants: C12(C=C(C3=CC=CC=C13)C(C)O)CCCC2 (1-[spiro(cyclopentane-1,1'-indene)-3'-yl]ethanol). The reagents and catalysts are [O-2].[O-2].[Mn+4] (manganese dioxide). Run in light petroleum ether. The product is C(C)(=O)C1=CC2(C3=CC=CC=C13)CCCC2 (3'-Acetylspiro(cyclopentane-1,1'-indene)). RXN SMILES: [C:1]12([CH2:16][CH2:15][CH2:14][CH2:13]1)[C:9]1[C:4](=[CH:5][CH:6]=[CH:7][CH:8]=1)[C:3]([CH:10]([OH:12])[CH3:11])=[CH:2]2>[O-2].[O-2].[Mn+4]>[C:10]([C:3]1[C:4]2[C:9](=[CH:8][CH:7]=[CH:6][CH:5]=2)[C:1]2([CH2:16][CH2:15][CH2:14][CH2:13]2)[CH:2]=1)(=[O:12])[CH3:11] |f:1.2.3|. Reported procedure: The alcohol from step (a) (14.3 g) is stirred for 2 days at about 20° C. with manganese dioxide (150 g) in light petroleum ether (b.p. 40°-60° C.; 450 ml). Solid material is filtered off and the filtrate concentrated. Distillation of the residual oil gives the title ketone, b.p. 148°-150° C./0.5 torr.